Dataset: the Open Reaction Database (ORD), a public repository of structured organic reaction records. Task: describe an organic reaction: reactants, conditions, products, and yield Reactants: O (water), C1(=CC=CC=C1)S(=O)(=O)NC1=C(N)C=C(C=C1)Cl (2-phenylsulfonylamino-5-chloroaniline), N1=CC=CC=C1 (pyridine), COC(=O)C1=CC=C(C(=O)Cl)C=C1 (4-methoxycarbonylbenzoic acid chloride). Run in C(Cl)Cl (methylene chloride). Conditions: time 6 hour. Yields the product C1(=CC=CC=C1)S(=O)(=O)NC1=C(C=C(C=C1)Cl)NC(=O)C1=CC=C(C(=O)OC)C=C1 (Methyl 4-(2-phenylsulfonylamino-5-chlorophenylaminocarbonyl)benzoate). Yield: 79.1%. RXN SMILES: [C:1]1([S:7]([NH:10][C:11]2[CH:17]=[CH:16][C:15]([Cl:18])=[CH:14][C:12]=2[NH2:13])(=[O:9])=[O:8])[CH:6]=[CH:5][CH:4]=[CH:3][CH:2]=1.N1C=CC=CC=1.[CH3:25][O:26][C:27]([C:29]1[CH:37]=[CH:36][C:32]([C:33](Cl)=[O:34])=[CH:31][CH:30]=1)=[O:28].O>C(Cl)Cl>[C:1]1([S:7]([NH:10][C:11]2[CH:17]=[CH:16][C:15]([Cl:18])=[CH:14][C:12]=2[NH:13][C:33]([C:32]2[CH:36]=[CH:37][C:29]([C:27]([O:26][CH3:25])=[O:28])=[CH:30][CH:31]=2)=[O:34])(=[O:8])=[O:9])[CH:2]=[CH:3][CH:4]=[CH:5][CH:6]=1. Reported procedure: To a solution of 2-phenylsulfonylamino-5-chloroaniline (90 mg; prepared in Reference Example 12.) and pyridine (0.05 ml) in methylene chloride (5 ml), 4-methoxycarbonylbenzoic acid chloride (70 mg) was added at room temperature in a stream of argon. The mixture was stirred for 6 hours. After the termination of reaction, water was added to the reaction mixture. The mixture was extracted with ethyl acetate. The organic layer was washed, dried over and concentrated under the reduced pressure. The r... Run at temperature 0 celsius, time 45 minute. Reaction SMILES: [Br:1][C:2]1[CH:7]=[CH:6][C:5](Br)=[CH:4][N:3]=1.C([Mg]Cl)(C)C.[CH3:14][S:15](Cl)(=[O:17])=[O:16]>O1CCCC1>[Br:1][C:2]1[CH:7]=[CH:6][C:5]([S:15]([CH3:14])(=[O:17])=[O:16])=[CH:4][N:3]=1. The solvent is O1CCCC1 (tetrahydrofuran), O1CCCC1 (tetrahydrofuran). The yield is 59.0%. The reactants are BrC1=NC=C(C=C1)Br (2,5-dibromopyridine), C(C)(C)[Mg]Cl (isopropylmagnesium chloride), CS(=O)(=O)Cl (methanesulfonyl chloride). The product is BrC1=NC=C(C=C1)S(=O)(=O)C (2-bromo-5-(methanesulfonyl)-pyridine). Reported procedure: To a solution of 2,5-dibromopyridine (50 g, 211 mmol) in tetrahydrofuran (175 mL) at 0° C. was added 2.0 M isopropylmagnesium chloride (274 mmol) at a rate which maintained the temperature below 8° C. The reaction mixture was stirred at 0° C. for 45 minutes, then cooled to −15° C. A solution of methanesulfonyl chloride (32.2 g, 281 mmol) in tetrahydrofuran (40 mL) was added to the reaction mixture at a rate which maintained the temperature below 5° C. The reaction mixture was allowed to warm to ... The reactants are [C@@H]1(C[C@H](O)[C@@H](CO)O1)N1C(=O)NC(=O)C(C)=C1 (thymidine), C(CCCCC)NC1=C2N=CNC2=NC=N1 (6-Hexylamino-9H-purine), Purine nucleoside, F[C@H]1C[C@@H](O[C@@H]1CO)N1C(=O)NC(=O)C=C1 (2',3'-dideoxy-3'-fluorouridine), [N-]=[N+]=[N-].[K+] (potassium azide). Run in CO (MeOH), P(=O)([O-])([O-])[O-].[K+].[K+].[K+] (potassium phosphate). Conditions: temperature 45 celsius, time 4 day. Yields the product F[C@H]1C[C@@H](O[C@@H]1CO)N1C2=NC=NC(=C2N=C1)NCCCCCC (9-(2,3-dideoxy-3-fluoro-β-D-erythro-pentofuranosyl)-6-(hexylamino)-9H-purine). Isolated yield 29.6%. As a reaction SMILES: [CH2:1]([NH:7][C:8]1[N:16]=[CH:15][N:14]=[C:13]2[C:9]=1[N:10]=[CH:11][NH:12]2)[CH2:2][CH2:3][CH2:4][CH2:5][CH3:6].[F:17][C@@H:18]1[C@@H:22]([CH2:23][OH:24])[O:21][C@@H:20](N2C=CC(=O)NC2=O)[CH2:19]1.[N-]=[N+]=[N-].[K+].[C@@H]1(N2C=C(C)C(=O)NC2=O)O[C@H](CO)[C@@H](O)C1>P([O-])([O-])([O-])=O.[K+].[K+].[K+].CO>[F:17][C@@H:18]1[C@@H:22]([CH2:23][OH:24])[O:21][C@@H:20]([N:12]2[CH:11]=[N:10][C:9]3[C:13]2=[N:14][CH:15]=[N:16][C:8]=3[NH:7][CH2:1][CH2:2][CH2:3][CH2:4][CH2:5][CH3:6])[CH2:19]1 |f:2.3,5.6.7.8|. Reported procedure: 6-Hexylamino-9H-purine (0.67 g, 2.6 mmoles, Sigma Chemical Company) and 2',3'-dideoxy-3'-fluorouridine (0.50 g, 2.2 mmoles) were suspended in potassium phosphate buffer (50 ml, 10 mM), pH 7.0, containing 0.04% potassium azide. Purine nucleoside phosphorylase (1120 I.U.) and thymidine phosphorylase (10,000 I.U.) (Krenitsky, et al., Biochemistry, 20, 3615 (1981) and U.S. Pat. No. 4,381,344) immobilized on DEAE cellulose was added to the reaction and the suspension was stirred at 45° C. After 4 day...